From a dataset of the Open Reaction Database (ORD), a public repository of structured organic reaction records. describe an organic reaction: reactants, conditions, products, and yield The reactants are ClC=1C(=C(C=CC1)NN)C ((3-chloro-2-methyl-phenyl)-hydrazine), C(C(=O)C)(=O)OCC (ethyl pyruvate). Yields the product C(C)OC(C(C)=NNC1=C(C(=CC=C1)Cl)C)=O (2-[(3-Chloro-2-methyl-phenyl)-hydrazono]-propionic acid ethyl ester). As a reaction SMILES: [Cl:1][C:2]1[C:3]([CH3:10])=[C:4]([NH:8][NH2:9])[CH:5]=[CH:6][CH:7]=1.[C:11]([O:16][CH2:17][CH3:18])(=[O:15])[C:12]([CH3:14])=O>>[CH2:17]([O:16][C:11](=[O:15])[C:12](=[N:9][NH:8][C:4]1[CH:5]=[CH:6][CH:7]=[C:2]([Cl:1])[C:3]=1[CH3:10])[CH3:14])[CH3:18]. Procedure details: The title compound was prepared in accordance with the general method of example 25b) from a) (3-chloro-2-methyl-phenyl)-hydrazine and ethyl pyruvate. The reactants are IC1=CN2CCC3=C(C(C2=N1)OC1CCN(CC1)C)C=CC=C3 (2-iodo-4-(1-methylpiperidin-4-yloxy)-9,10-dihydro-4H-3,10a-diaza-benzo[f]azulene), C(=C)[B-](F)(F)F.[K+] (potassium vinyltrifluoroborate), CC(C)OC1=C(C(=CC=C1)OC(C)C)C2=CC=CC=C2P(C3CCCCC3)C4CCCCC4 (RuPhos), C(=O)([O-])[O-].[K+].[K+] (K2CO3), C(=O)([O-])[O-].[Na+].[Na+] (Na2CO3), C(=C)[B-](F)(F)F.[K+] (potassium vinyltrifluoroborate), CC(C)OC1=C(C(=CC=C1)OC(C)C)C2=CC=CC=C2P(C3CCCCC3)C4CCCCC4 (RuPhos). Reagents/catalysts: CC(=O)[O-].CC(=O)[O-].[Pd+2] (Pd(OAc)2), CC(=O)[O-].CC(=O)[O-].[Pd+2] (Pd(OAc)2). Solvent: O (Water), O1CCOCC1 (1,4-dioxane), O (water). Conditions: temperature 120 celsius. The product is CN1CCC(CC1)OC1C2=NC(=CN2CCC2=C1C=CC=C2)C=C (4-(1-methylpiperidin-4-yloxy)-2-vinyl-9,10-dihydro-4H-3,10a-diaza-benzo[f]azulene). RXN SMILES: I[C:2]1[N:11]=[C:10]2[N:4]([CH2:5][CH2:6][C:7]3[CH:23]=[CH:22][CH:21]=[CH:20][C:8]=3[CH:9]2[O:12][CH:13]2[CH2:18][CH2:17][N:16]([CH3:19])[CH2:15][CH2:14]2)[CH:3]=1.[CH:24]([B-](F)(F)F)=[CH2:25].[K+].CC(OC1C=CC=C(OC(C)C)C=1C1C(P(C2CCCCC2)C2CCCCC2)=CC=CC=1)C.C([O-])([O-])=O.[K+].[K+].C([O-])([O-])=O.[Na+].[Na+]>O1CCOCC1.CC([O-])=O.CC([O-])=O.[Pd+2].O>[CH3:19][N:16]1[CH2:17][CH2:18][CH:13]([O:12][CH:9]2[C:8]3[CH:20]=[CH:21][CH:22]=[CH:23][C:7]=3[CH2:6][CH2:5][N:4]3[C:10]2=[N:11][C:2]([CH:24]=[CH2:25])=[CH:3]3)[CH2:14][CH2:15]1 |f:1.2,4.5.6,7.8.9,11.12.13|. Reported procedure: To a solution of compound 2-iodo-4-(1-methylpiperidin-4-yloxy)-9,10-dihydro-4H-3,10a-diaza-benzo[f]azulene (example 2A) (50 mg, 0.12 mmoles) in 1,4-dioxane (500 μL) in a screw-capped vial under argon are added potassium vinyltrifluoroborate (21 mg, 0.156 mmole), Pd(OAc)2 (1.35 mg, 6 μmole), RuPhos (3 mg, 6 μmole), K2CO3 (50 mg, 0.36 mmole) and water (400 μL). The reaction mixture is heated to 120° C. for overnight. As the reaction is not complete, potassium vinyltrifluoroborate (21 mg, 0.156 mmo... Reactants: CC(=O)O, [H][H], Cc1nc(N)nc(N)c1-c1cc([N+](=O)[O-])ccc1Cl. Product: Cc1nc(N)nc(N)c1-c1cc(N)ccc1Cl. As a reaction SMILES: [CH3:22][C:23](=[O:24])[OH:25].[H:20][H:21].[NH2:1][c:2]1[n:3][c:4]([CH3:19])[c:5](-[c:9]2[c:10]([Cl:18])[cH:11][cH:12][c:13]([N+:15]([O-:16])=[O:17])[cH:14]2)[c:6]([NH2:8])[n:7]1>>[NH2:1][c:2]1[n:3][c:4]([CH3:19])[c:5](-[c:9]2[c:10]([Cl:18])[cH:11][cH:12][c:13]([NH2:15])[cH:14]2)[c:6]([NH2:8])[n:7]1. Reactants: COC(=O)C(CSc1ccc(Br)cc1N)NC(=O)OC(C)(C)C, [Na+], [OH-]. Product: CC(C)(C)OC(=O)NC(CSc1ccc(Br)cc1N)C(=O)O. Reaction SMILES: [CH3:1][O:2][C:3]([CH:4]([NH:5][C:6](=[O:7])[O:8][C:9]([CH3:10])([CH3:11])[CH3:12])[CH2:13][S:14][c:15]1[c:16]([NH2:22])[cH:17][c:18]([Br:21])[cH:19][cH:20]1)=[O:23].[Na+:25].[OH-:24]>>[O:2]=[C:3]([CH:4]([NH:5][C:6](=[O:7])[O:8][C:9]([CH3:10])([CH3:11])[CH3:12])[CH2:13][S:14][c:15]1[c:16]([NH2:22])[cH:17][c:18]([Br:21])[cH:19][cH:20]1)[OH:23]. Reactants: Cc1cc(CNC(=O)c2sc(C)c3c2CC2C3C2(C)C)cc(C)c1OCC1COC(C)(C)OC1, CC(=O)O, O. Product: Cc1cc(CNC(=O)c2sc(C)c3c2CC2C3C2(C)C)cc(C)c1OCC(CO)CO. RXN SMILES: [CH3:1][C:2]1([CH3:34])[O:3][CH2:4][CH:5]([CH2:8][O:9][c:10]2[c:11]([CH3:33])[cH:12][c:13]([CH2:14][NH:15][C:16](=[O:17])[c:18]3[c:19]4[c:23]([c:24]([CH3:26])[s:25]3)[CH:22]3[CH:21]([CH2:20]4)[C:27]3([CH3:28])[CH3:29])[cH:30][c:31]2[CH3:32])[CH2:6][O:7]1.[CH3:35][C:36](=[O:37])[OH:38].[OH2:39]>>[OH:3][CH2:4][CH:5]([CH2:6][OH:7])[CH2:8][O:9][c:10]1[c:11]([CH3:33])[cH:12][c:13]([CH2:14][NH:15][C:16](=[O:17])[c:18]2[c:19]3[c:23]([c:24]([CH3:26])[s:25]2)[CH:22]2[CH:21]([CH2:20]3)[C:27]2([CH3:28])[CH3:29])[cH:30][c:31]1[CH3:32]. Starting materials: C(C)(C)(C)OC(=O)NC1C(CC2=CC=CC=C2C1)O (3-tert-butoxycarbonylamino-1,2,3,4-tetra-hydro-2-naphthalenol). Reagents/catalysts: [Pt] (platinum). Run in C(C)(=O)O (acetic acid). Product: C(C)(C)(C)OC(=O)NC1C(CC2CCCCC2C1)O (3-Tert-butoxycarbonylamino-decahydro-2-naphthalenol). Isolated yield 85.2%. RXN SMILES: [C:1]([O:5][C:6]([NH:8][CH:9]1[CH2:18][C:17]2[C:12](=[CH:13][CH:14]=[CH:15][CH:16]=2)[CH2:11][CH:10]1[OH:19])=[O:7])([CH3:4])([CH3:3])[CH3:2]>C(O)(=O)C.[Pt]>[C:1]([O:5][C:6]([NH:8][CH:9]1[CH2:18][CH:17]2[CH:12]([CH2:13][CH2:14][CH2:15][CH2:16]2)[CH2:11][CH:10]1[OH:19])=[O:7])([CH3:4])([CH3:2])[CH3:3]. Reported procedure: A solution of 3-tert-butoxycarbonylamino-1,2,3,4-tetra-hydro-2-naphthalenol (1.05 g) in acetic acid (100 ml) was hydrogenated over platinum oxyde (121 mg) under pressure (5.5.6 bars) at room temperature for 3 days. The catalyst was filtered and the solvent was evaporated under vacuum. The residue was purified by chromatography on silica gel [140 g, elution with ethyl acetate:cyclohexane, 2:8 (0.7 1) and 5:7 (1 1)]to afford the title compound as an oil (915 mg). Starting materials: O (water), C12C(CCC(C(CC1)=O)C2)=O (bicyclo[3.3.1]nonane-2,6-dione), C=1(C(=CC=CC1)S(=O)(=O)O)C (toluene sulfonic acid). Solvent: C(CO)O (ethylene glycol). Conditions: time 2 hour. Product: C1COC2(C3CCC(C(CC2)C3)=O)O1 (Bicyclo[3.3.1]nonan-2,6-dione-monoethylene ketal), diketal. RXN SMILES: [CH:1]12[CH2:10][CH:5]([C:6](=[O:9])[CH2:7][CH2:8]1)[CH2:4][CH2:3][C:2]2=[O:11].[C:12]1([CH3:22])C(S(O)(=O)=O)=CC=CC=1.[OH2:23]>C(O)CO>[CH2:12]1[O:23][C:2]2([CH2:3][CH2:4][CH:5]3[CH2:10][CH:1]2[CH2:8][CH2:7][C:6]3=[O:9])[O:11][CH2:22]1. Procedure: 5 g of bicyclo[3.3.1]nonane-2,6-dione were suspended in 27 mL of dry ethylene glycol and 283 mg of p toluene sulfonic acid were added. After 2 h all starting material was converted. 80 mL of water were added and the aqueous layer was extracted with ethyl acetate. The combined organic layer was washed with water and sat. sodium bicarbonate, dried over sodium sulfate and evaporated to dryness. The crude product was purified by silica gel chromatography to give 0.5 g of the desired product along wi...